Dataset: the Open Reaction Database (ORD), a public repository of structured organic reaction records. Task: describe an organic reaction: reactants, conditions, products, and yield Starting materials: C1=CC=CC2=CC3=CC=CC=C3C(=C12)C=1C=C(C=C(C1)C1=NC(=CC(=N1)C1=CC=CC=C1)C1=CC=CC=C1)Cl (2-[5-(anthracen-9-yl)-3-chlorophenyl]-4,6-diphenylpyrimidine), C([O-])([O-])=O.[K+].[K+] (potassium carbonate), N1=C(C=CC2=CC=CC=C12)C1=CC=C(C=C1)B(O)O (4-(quinolin-2-yl)phenylboronic acid), C1(CCCCC1)P(C1=C(C=CC=C1)C1=C(C=C(C=C1C(C)C)C(C)C)C(C)C)C1CCCCC1 (2-dicyclohexylphosphino-2′,4′,6′-triisopropylbiphenyl). Reagents/catalysts: C(C)(=O)[O-].[Pd+2].C(C)(=O)[O-] (palladium acetate). Run in C1(=CC=CC=C1)C (toluene), C(CCC)O (n-butanol), O (water). Reaction conditions: temperature 95 celsius, time 2 hour. Yields the product C1=CC=CC2=CC3=CC=CC=C3C(=C12)C=1C=C(C=C(C1)C1=CC=C(C=C1)C1=NC2=CC=CC=C2C=C1)C1=NC(=CC(=N1)C1=CC=CC=C1)C1=CC=CC=C1 (2-[5-(anthracen-9-yl)-4′-(quinoline-2-yl) biphenyl-3-yl]-4,6-diphenylpyrimidine). RXN SMILES: [CH:1]1[C:14]2[C:5](=[CH:6][C:7]3[C:12]([C:13]=2[C:15]2[CH:16]=[C:17](Cl)[CH:18]=[C:19]([C:21]4[N:26]=[C:25]([C:27]5[CH:32]=[CH:31][CH:30]=[CH:29][CH:28]=5)[CH:24]=[C:23]([C:33]5[CH:38]=[CH:37][CH:36]=[CH:35][CH:34]=5)[N:22]=4)[CH:20]=2)=[CH:11][CH:10]=[CH:9][CH:8]=3)[CH:4]=[CH:3][CH:2]=1.[N:40]1[C:49]2[C:44](=[CH:45][CH:46]=[CH:47][CH:48]=2)[CH:43]=[CH:42][C:41]=1[C:50]1[CH:55]=[CH:54][C:53](B(O)O)=[CH:52][CH:51]=1.C1(P(C2CCCCC2)C2C=CC=CC=2C2C(C(C)C)=CC(C(C)C)=CC=2C(C)C)CCCCC1.C(=O)([O-])[O-].[K+].[K+]>C([O-])(=O)C.[Pd+2].C([O-])(=O)C.O.C(O)CCC.C1(C)C=CC=CC=1>[CH:1]1[C:14]2[C:5](=[CH:6][C:7]3[C:12]([C:13]=2[C:15]2[CH:20]=[C:19]([C:21]4[N:26]=[C:25]([C:27]5[CH:32]=[CH:31][CH:30]=[CH:29][CH:28]=5)[CH:24]=[C:23]([C:33]5[CH:38]=[CH:37][CH:36]=[CH:35][CH:34]=5)[N:22]=4)[CH:18]=[C:17]([C:53]4[CH:52]=[CH:51][C:50]([C:41]5[CH:42]=[CH:43][C:44]6[C:49](=[CH:48][CH:47]=[CH:46][CH:45]=6)[N:40]=5)=[CH:55][CH:54]=4)[CH:16]=2)=[CH:11][CH:10]=[CH:9][CH:8]=3)[CH:4]=[CH:3][CH:2]=1 |f:3.4.5,6.7.8|. Reported procedure: In a stream of argon, 517 mg (0.996 mmol) of 2-[5-(anthracen-9-yl)-3-chlorophenyl]-4,6-diphenylpyrimidine, 299 mg (1.20 mmol) of 4-(quinolin-2-yl)phenylboronic acid and 4.5 mg (20 μmol) of palladium acetate and 29.6 mg (60 μmol) of 2-dicyclohexylphosphino-2′,4′,6′-triisopropylbiphenyl were suspended in a toluene (4.5 mL)/n-butanol (0.5 mL) mixed solvent, and the suspension was heated to 95° C. 800 μL (2.40 mmol) of an aqueous 3.0M potassium carbonate solution was gradually dropwise added to the ... Starting materials: BrC=1C=CC2=C(C(CO2)(C)C)C1 (5-bromo-3,3-dimethyl-2,3-dihydro-benzofuran), [Cl-].[Al+3].[Cl-].[Cl-] (aluminum chloride), BrC=1C=CC2=C(C(CO2)(C)C)C1 (5-bromo-3,3-dimethyl-2,3-dihydro-benzofuran), ClCCl (dichloromethane), C(CCCCC)(=O)Cl (hexanoyl chloride). Solvent: C(C)(=O)OCC (ethyl acetate), CCCCCC (hexane). Product: BrC=1C=C(C2=C(C(CO2)(C)C)C1)C(CCCCC)=O (5-Bromo-7-hexanoyl-3,3-dimethyl-2,3-dihydro-benzofuran). Reaction SMILES: [Cl-].[Al+3].[Cl-].[Cl-].ClCCl.[C:8](Cl)(=[O:14])[CH2:9][CH2:10][CH2:11][CH2:12][CH3:13].[Br:16][C:17]1[CH:18]=[CH:19][C:20]2[O:24][CH2:23][C:22]([CH3:26])([CH3:25])[C:21]=2[CH:27]=1>CCCCCC.C(OCC)(=O)C>[Br:16][C:17]1[CH:18]=[C:19]([C:8](=[O:14])[CH2:9][CH2:10][CH2:11][CH2:12][CH3:13])[C:20]2[O:24][CH2:23][C:22]([CH3:25])([CH3:26])[C:21]=2[CH:27]=1 |f:0.1.2.3|. Procedure details: Following General Procedure I and using aluminum chloride 1.76 g, 13.2 mmol), 20 mL of anhydrous dichloromethane, hexanoyl chloride (1.76 g, 13.2 mmol) and 5-bromo-3,3-dimethyl-2,3-dihydro-benzofuran (Intermediate 2, 1.5 g, 6.61 mmol) followed by flash column chromatography on silica gel (230-400 mesh) using 3% ethyl acetate in hexane as the eluent, the title compound was obtained as a yellow oil. It was used as such for the next step. Starting materials: CC(=O)[O-], CC(=O)[O-], CC(C)c1ccc(B(O)O)cc1, ClCCl, [Cu+2], c1ccncc1, Oc1ccc(CCNc2ncnc3nccnc23)cc1. Yields the product CC(C)c1ccc(Oc2ccc(CCNc3ncnc4nccnc34)cc2)cc1. As a reaction SMILES: [C:42]([O-:43])(=[O:44])[CH3:45].[C:47]([O-:48])(=[O:49])[CH3:50].[CH:21]([CH3:22])([CH3:23])[c:24]1[cH:25][cH:26][c:27]([B:30]([OH:31])[OH:32])[cH:28][cH:29]1.[Cl:39][CH2:40][Cl:41].[Cu+2:46].[cH:33]1[cH:34][cH:35][n:36][cH:37][cH:38]1.[n:1]1[cH:2][n:3][c:4]([NH:11][CH2:12][CH2:13][c:14]2[cH:15][cH:16][c:17]([OH:20])[cH:18][cH:19]2)[c:5]2[n:6][cH:7][cH:8][n:9][c:10]12>>[n:1]1[cH:2][n:3][c:4]([NH:11][CH2:12][CH2:13][c:14]2[cH:15][cH:16][c:17]([O:20][c:27]3[cH:26][cH:25][c:24]([CH:21]([CH3:22])[CH3:23])[cH:29][cH:28]3)[cH:18][cH:19]2)[c:5]2[n:6][cH:7][cH:8][n:9][c:10]12. Starting materials: Cc1ccccc1, [Na+], [Na+], O=C([O-])[O-], CC1CC(Cc2ccc(-c3ccccc3)cc2)N(C(=O)C(C)(C)C)C1=O, Cc1ccc(S(=O)(=O)O)cc1. Yields the product CC1CC(Cc2ccc(-c3ccccc3)cc2)NC1=O. RXN SMILES: [CH3:44][c:45]1[cH:46][cH:47][cH:48][cH:49][cH:50]1.[Na+:38].[Na+:39].[O-:40][C:41](=[O:42])[O-:43].[c:1]1(-[c:21]2[cH:22][cH:23][cH:24][cH:25][cH:26]2)[cH:2][cH:3][c:4]([CH2:7][CH:8]2[CH2:9][CH:10]([CH3:20])[C:11](=[O:19])[N:12]2[C:13](=[O:14])[C:15]([CH3:16])([CH3:17])[CH3:18])[cH:5][cH:6]1.[c:27]1([CH3:28])[cH:29][cH:30][c:31]([S:32]([OH:33])(=[O:34])=[O:35])[cH:36][cH:37]1>>[c:1]1(-[c:21]2[cH:22][cH:23][cH:24][cH:25][cH:26]2)[cH:2][cH:3][c:4]([CH2:7][CH:8]2[CH2:9][CH:10]([CH3:20])[C:11](=[O:19])[NH:12]2)[cH:5][cH:6]1. Reactants: CCOC(=O)COCC(NC(=O)OC(C)(C)C)(c1cccc(Br)c1)C(F)(F)F, ClCCl, Cl, C1COCCO1. Yields the product CCOC(=O)COCC(N)(c1cccc(Br)c1)C(F)(F)F. RXN SMILES: [CH2:1]([CH3:2])[O:3][C:4]([CH2:5][O:6][CH2:7][C:8]([C:9]([F:10])([F:11])[F:12])([NH:13][C:14]([O:15][C:16]([CH3:17])([CH3:18])[CH3:19])=[O:20])[c:21]1[cH:22][c:23]([Br:27])[cH:24][cH:25][cH:26]1)=[O:28].[Cl:36][CH2:37][Cl:38].[ClH:29].[O:30]1[CH2:31][CH2:32][O:33][CH2:34][CH2:35]1>>[CH2:1]([CH3:2])[O:3][C:4]([CH2:5][O:6][CH2:7][C:8]([C:9]([F:10])([F:11])[F:12])([NH2:13])[c:21]1[cH:22][c:23]([Br:27])[cH:24][cH:25][cH:26]1)=[O:28].